From a dataset of the Open Reaction Database (ORD), a public repository of structured organic reaction records. describe an organic reaction: reactants, conditions, products, and yield The reactants are B(Br)(Br)Br (BBr3), COC=1C=C2C(=C(N(C2=CC1)CC1=CC=CC=C1)C)CC(=O)NN (5-methoxy-2-methyl-1-(phenylmethyl)-1H-indole-3-acetic acid hydrazide), B(Br)(Br)Br (BBr3). The solvent is C(Cl)Cl (CH2Cl2), C(Cl)Cl (CH2Cl2). Conditions: time 1.5 hour. Yields the product OC=1C=C2C(=C(N(C2=CC1)CC1=CC=CC=C1)C)CC(=O)NN (5-hydroxy-2-methyl-1-(phenylmethyl)-1H-indole-3-acetic acid hydrazide). Yield: 38.0%. RXN SMILES: C[O:2][C:3]1[CH:4]=[C:5]2[C:9](=[CH:10][CH:11]=1)[N:8]([CH2:12][C:13]1[CH:18]=[CH:17][CH:16]=[CH:15][CH:14]=1)[C:7]([CH3:19])=[C:6]2[CH2:20][C:21]([NH:23][NH2:24])=[O:22].B(Br)(Br)Br>C(Cl)Cl>[OH:2][C:3]1[CH:4]=[C:5]2[C:9](=[CH:10][CH:11]=1)[N:8]([CH2:12][C:13]1[CH:18]=[CH:17][CH:16]=[CH:15][CH:14]=1)[C:7]([CH3:19])=[C:6]2[CH2:20][C:21]([NH:23][NH2:24])=[O:22]. Reported procedure: To a solution of 165 mg (0.51 mmol) of 5-methoxy-2-methyl-1-(phenylmethyl)-1H-indole-3-acetic acid hydrazide (Example 17, Part B) in 30 mL of CH2Cl2 was added 1.0 mL of 1M BBr3 in CH2Cl2 and the mixture stirred for 1.5 hours, then an addition 0.5 mL of the BBr3 solution was added. After 1.5 hours, the reaction mixture was washed with Na2CO3 solution, dried (Na2SO4), and concentrated at reduce pressure. The residue was chromatographed on silica eluting with 2% MeOH/CH2Cl2 →5% MeOH/CH2Cl2 to give ... The reactants are ice water, C(C1=CC=CC=C1)OC[C@@H](CO)[C@@H](C)O[Si](C)(C)C(C)(C)C ((2R,3R)-2-((benzyloxy)methyl)-3-(tert-butyldimethylsiloxy)butan-1-ol), C(C1=CC=CC=C1)(=O)N1C(NC=C(C1=O)C)=O (3-benzoylthymine), C1(=CC=CC=C1)P(C1=CC=CC=C1)C1=CC=CC=C1 (triphenylphosphine), CC(C)OC(=O)/N=N/C(=O)OC(C)C (diisopropylazodicarboxylate). The solvent is C1CCOC1 (THF). Reaction conditions: time 2 hour. Yields the product C(C1=CC=CC=C1)OC[C@H]([C@@H](C)O[Si](C)(C)C(C)(C)C)CN1C(N(C(C(=C1)C)=O)C(C1=CC=CC=C1)=O)=O ((2R,3R)-1-Benzyloxy-3-(tert-butyldimethylsiloxy)-2-((3-benzoyl-3,4-dihydro-5-methyl-2,4-dioxopyrimidin-1(2H)-yl)methyl)butane). Isolated yield 81.0%. As a reaction SMILES: [CH2:1]([O:8][CH2:9][C@H:10]([C@H:13]([O:15][Si:16]([C:19]([CH3:22])([CH3:21])[CH3:20])([CH3:18])[CH3:17])[CH3:14])[CH2:11]O)[C:2]1[CH:7]=[CH:6][CH:5]=[CH:4][CH:3]=1.[C:23]([N:31]1[C:36](=[O:37])[C:35]([CH3:38])=[CH:34][NH:33][C:32]1=[O:39])(=[O:30])[C:24]1[CH:29]=[CH:28][CH:27]=[CH:26][CH:25]=1.C1(P(C2C=CC=CC=2)C2C=CC=CC=2)C=CC=CC=1.CC(OC(/N=N/C(OC(C)C)=O)=O)C>C1COCC1>[CH2:1]([O:8][CH2:9][C@@H:10]([CH2:11][N:33]1[CH:34]=[C:35]([CH3:38])[C:36](=[O:37])[N:31]([C:23](=[O:30])[C:24]2[CH:25]=[CH:26][CH:27]=[CH:28][CH:29]=2)[C:32]1=[O:39])[C@H:13]([O:15][Si:16]([C:19]([CH3:22])([CH3:21])[CH3:20])([CH3:18])[CH3:17])[CH3:14])[C:2]1[CH:7]=[CH:6][CH:5]=[CH:4][CH:3]=1. Procedure details: To a cold (ice/water bath) solution of (2R,3R)-2-((benzyloxy)methyl)-3-(tert-butyldimethylsiloxy)butan-1-ol (4) (W.-H. Ham et al. J. Org. Chem. 2000, 65, 8372-8374) 1.5 g, 4.6 mmol), 3-benzoylthymine (1.5 g, 6.5 mmol) and triphenylphosphine (1.71 g, 6.5 mmol) in 50 ml of anhydrous THF was added dropwise via syringe with stirring (1.26 ml, 6.5 mmol) of diisopropylazodicarboxylate. The reaction was removed from the bath and stirred at room temperature for 2 hrs and then concentrated. The reaction ...